describe an organic reaction: reactants, conditions, products, and yield From a dataset of the Open Reaction Database (ORD), a public repository of structured organic reaction records. Reactants: C(C)(=O)OC(C=CCN(S(=O)(=O)C)CCCC1=CC=C(C(=O)OCC)C=C1)CCCCC (Ethyl 4-{3-[N-(4-Acetoxy-2-nonenyl)methanesulfonamido]propyl}benzoate), [OH-].[Na+] (sodium hydroxide). Run in O (water), CO (methanol). Product: OC(C=CCN(S(=O)(=O)C)CCCC1=CC=C(C(=O)O)C=C1)CCCCC (4-{3-[N-(4-Hydroxy-2-nonenyl)-methanesulfonamido]propyl}benzoic Acid). RXN SMILES: C([O:4][CH:5]([CH2:28][CH2:29][CH2:30][CH2:31][CH3:32])[CH:6]=[CH:7][CH2:8][N:9]([CH2:14][CH2:15][CH2:16][C:17]1[CH:27]=[CH:26][C:20]([C:21]([O:23]CC)=[O:22])=[CH:19][CH:18]=1)[S:10]([CH3:13])(=[O:12])=[O:11])(=O)C.[OH-].[Na+]>O.CO>[OH:4][CH:5]([CH2:28][CH2:29][CH2:30][CH2:31][CH3:32])[CH:6]=[CH:7][CH2:8][N:9]([CH2:14][CH2:15][CH2:16][C:17]1[CH:27]=[CH:26][C:20]([C:21]([OH:23])=[O:22])=[CH:19][CH:18]=1)[S:10]([CH3:13])(=[O:11])=[O:12] |f:1.2|. Procedure details: Ethyl 4-{3-[N-(4-Acetoxy-2-nonenyl)methanesulfonamido]propyl}benzoate (23.4 g., 0.05 mole) is added to a solution of sodium hydroxide (6.0 g., 0.15 mole) in water (30 ml.) and methanol (300 ml.). The resulting solution is boiled under reflux for 2 hours. Reactants: C(C)(C)(C)OC(=O)N1C(COCC1)C=1N(C(C(=C(N1)C(=O)NCC1=CC=C(C=C1)F)O)=O)C (tert-Butyl-3-(4-{[(4-fluorobenzyl)amino]carbonyl}-5-hydroxy-1-methyl-6-oxo-1,6-dihydropyrimidin-2-yl]-morpholine-4-carboxylate), ClCCl.C(=O)(C(F)(F)F)O (dichloromethane TFA). Yields the product FC1=CC=C(CNC(=O)C=2N=C(N(C(C2O)=O)C)C2NCCOC2)C=C1 (N-(4-fluorobenzyl)-5-hydroxy-1-methyl-2-morpholin-3-yl-6-oxo-1,6-dihydropyrimidine-4-carboxamide). As a reaction SMILES: C(OC([N:8]1[CH2:13][CH2:12][O:11][CH2:10][CH:9]1[C:14]1[N:15]([CH3:33])[C:16](=[O:32])[C:17]([OH:31])=[C:18]([C:20]([NH:22][CH2:23][C:24]2[CH:29]=[CH:28][C:27]([F:30])=[CH:26][CH:25]=2)=[O:21])[N:19]=1)=O)(C)(C)C.ClCCl.C(O)(C(F)(F)F)=O>>[F:30][C:27]1[CH:28]=[CH:29][C:24]([CH2:23][NH:22][C:20]([C:18]2[N:19]=[C:14]([CH:9]3[CH2:10][O:11][CH2:12][CH2:13][NH:8]3)[N:15]([CH3:33])[C:16](=[O:32])[C:17]=2[OH:31])=[O:21])=[CH:25][CH:26]=1 |f:1.2|. Reported procedure: The compound from Step 9 was treated with a mixture of dichloromethane/TFA (2/1) for 1 hour at room temperature. Organics were removed in vacuo to give the title compound as a solid. The reactants are O=C([O-])[O-], CCO, CCOC(=O)c1ccc(C)c(C)c1SC, [K+], [K+], O. Yields the product CSc1c(C(=O)O)ccc(C)c1C. Reaction SMILES: [C:1](=[O:2])([O-:3])[O-:4].[CH3:23][CH2:24][OH:25].[CH3:7][c:8]1[c:9]([S:20][CH3:21])[c:10]([C:11](=[O:12])[O:13][CH2:14][CH3:15])[cH:16][cH:17][c:18]1[CH3:19].[K+:5].[K+:6].[OH2:22]>>[CH3:7][c:8]1[c:9]([S:20][CH3:21])[c:10]([C:11](=[O:12])[OH:13])[cH:16][cH:17][c:18]1[CH3:19]. The reactants are OC1CC(N(C1)CC(=O)O)=O (4-hydroxy-2-oxo-1-pyrrolidineacetic acid), NCC(=O)N1C(NC(C1C)=O)(C)C (1-(2-aminoacetyl)-2,2,5-trimethyl-4-imidazolidinone). The product is OC1CC(N(C1)CC(=O)NCC(=O)N1C(NC(C1C)=O)(C)C)=O (1-[2-(4-Hydroxy-2-oxo-1-pyrrolidineacetamido)acetyl]-2,2,5-trimethyl-4-imidazolidinone). RXN SMILES: [OH:1][CH:2]1[CH2:6][N:5]([CH2:7][C:8]([OH:10])=O)[C:4](=[O:11])[CH2:3]1.[NH2:12][CH2:13][C:14]([N:16]1[CH:20]([CH3:21])[C:19](=[O:22])[NH:18][C:17]1([CH3:24])[CH3:23])=[O:15]>>[OH:1][CH:2]1[CH2:6][N:5]([CH2:7][C:8]([NH:12][CH2:13][C:14]([N:16]2[CH:20]([CH3:21])[C:19](=[O:22])[NH:18][C:17]2([CH3:23])[CH3:24])=[O:15])=[O:10])[C:4](=[O:11])[CH2:3]1. Reported procedure: The same procedure of Example 11, starting from 4-hydroxy-2-oxo-1-pyrrolidineacetic acid and 1-(2-aminoacetyl)-2,2,5-trimethyl-4-imidazolidinone, gave the title compound as a diastereoisomeric mixture, m.p. 218°-220° C. Mass spectrum (E.I., 70 eV, 1.5 mA), m/z=269 (M.+ --C3H7N). Starting materials: [Al+3], COc1ccc2c(c1)CCC1(CCCCN1CCCC(CC#N)(c1ccccc1)c1ccccc1)C2, [H-], [H-], [H-], [H-], [Li+], [Na+], C1CCOC1, [OH-], O. Product: COc1ccc2c(c1)CCC1(CCCCN1CCCC(CCN)(c1ccccc1)c1ccccc1)C2. As a reaction SMILES: [Al+3:38].[CH3:1][O:2][c:3]1[cH:4][c:5]2[c:10]([cH:11][cH:12]1)[CH2:9][C:8]1([CH2:7][CH2:6]2)[N:13]([CH2:18][CH2:19][CH2:20][C:21]([CH2:22][C:23]#[N:24])([c:25]2[cH:26][cH:27][cH:28][cH:29][cH:30]2)[c:31]2[cH:32][cH:33][cH:34][cH:35][cH:36]2)[CH2:14][CH2:15][CH2:16][CH2:17]1.[H-:37].[H-:40].[H-:41].[H-:42].[Li+:39].[Na+:45].[O:46]1[CH2:47][CH2:48][CH2:49][CH2:50]1.[OH-:44].[OH2:43]>>[CH3:1][O:2][c:3]1[cH:4][c:5]2[c:10]([cH:11][cH:12]1)[CH2:9][C:8]1([CH2:7][CH2:6]2)[N:13]([CH2:18][CH2:19][CH2:20][C:21]([CH2:22][CH2:23][NH2:24])([c:25]2[cH:26][cH:27][cH:28][cH:29][cH:30]2)[c:31]2[cH:32][cH:33][cH:34][cH:35][cH:36]2)[CH2:14][CH2:15][CH2:16][CH2:17]1.